Dataset: the Open Reaction Database (ORD), a public repository of structured organic reaction records. Task: describe an organic reaction: reactants, conditions, products, and yield The reactants are CC(C)(C)OC(=O)C(C)(C)Sc1nc(CCOc2ccc(Cl)nn2)cs1, OB(O)Oc1ccc(F)cc1, [Na+], [Na+], O=C([O-])[O-], C1COCCO1, O, c1ccc(P(c2ccccc2)(c2ccccc2)[Pd](P(c2ccccc2)(c2ccccc2)c2ccccc2)(P(c2ccccc2)(c2ccccc2)c2ccccc2)P(c2ccccc2)(c2ccccc2)c2ccccc2)cc1. Yields the product CC(C)(C)OC(=O)C(C)(C)Sc1nc(CCOc2ccc(-c3ccc(F)cc3)nn2)cs1. As a reaction SMILES: [C:1]([CH3:2])([CH3:3])([CH3:4])[O:5][C:6]([C:7]([CH3:8])([CH3:9])[S:10][c:11]1[s:12][cH:13][c:14]([CH2:16][CH2:17][O:18][c:19]2[n:20][n:21][c:22]([Cl:25])[cH:23][cH:24]2)[n:15]1)=[O:26].[F:27][c:28]1[cH:29][cH:30][c:31]([O:34][B:35]([OH:36])[OH:37])[cH:32][cH:33]1.[Na+:38].[Na+:39].[O-:40][C:41](=[O:42])[O-:43].[O:45]1[CH2:46][CH2:47][O:48][CH2:49][CH2:50]1.[OH2:44].[cH:51]1[cH:52][cH:53][c:54]([P:55]([Pd:56]([P:57]([c:58]2[cH:59][cH:60][cH:61][cH:62][cH:63]2)([c:64]2[cH:65][cH:66][cH:67][cH:68][cH:69]2)[c:70]2[cH:71][cH:72][cH:73][cH:74][cH:75]2)([P:76]([c:77]2[cH:78][cH:79][cH:80][cH:81][cH:82]2)([c:83]2[cH:84][cH:85][cH:86][cH:87][cH:88]2)[c:89]2[cH:90][cH:91][cH:92][cH:93][cH:94]2)[P:95]([c:96]2[cH:97][cH:98][cH:99][cH:100][cH:101]2)([c:102]2[cH:103][cH:104][cH:105][cH:106][cH:107]2)[c:108]2[cH:109][cH:110][cH:111][cH:112][cH:113]2)([c:114]2[cH:115][cH:116][cH:117][cH:118][cH:119]2)[c:120]2[cH:121][cH:122][cH:123][cH:124][cH:125]2)[cH:126][cH:127]1>>[C:1]([CH3:2])([CH3:3])([CH3:4])[O:5][C:6]([C:7]([CH3:8])([CH3:9])[S:10][c:11]1[s:12][cH:13][c:14]([CH2:16][CH2:17][O:18][c:19]2[n:20][n:21][c:22](-[c:31]3[cH:30][cH:29][c:28]([F:27])[cH:33][cH:32]3)[cH:23][cH:24]2)[n:15]1)=[O:26].